Dataset: the Open Reaction Database (ORD), a public repository of structured organic reaction records. Task: describe an organic reaction: reactants, conditions, products, and yield Reactants: ClC=1C=CC=C(C1C)C=O (6-chloro-o-tolualdehyde), crude product, [OH-].[Na+] (sodium hydroxide), Cl.C(=O)(O)CON.C(=O)(O)CON (carboxymethoxylamine hemihydrochloride), C(C)(=O)[O-].[Na+] (sodium acetate), product. The solvent is C(C)O (ethanol), O (water). Product: ClC(C(=O)O)ON=CC1=CC=CC=C1C (2-Chloro-6-methylbenzylideneaminooxyacetic Acid). As a reaction SMILES: Cl[C:2]1[CH:3]=[CH:4][CH:5]=[C:6]([CH:9]=O)[C:7]=1[CH3:8].[ClH:11].[C:12]([CH2:15][O:16][NH2:17])([OH:14])=[O:13].C(CON)(O)=O.C([O-])(=O)C.[Na+].[OH-].[Na+]>O.C(O)C>[Cl:11][CH:15]([O:16][N:17]=[CH:9][C:6]1[C:7]([CH3:8])=[CH:2][CH:3]=[CH:4][CH:5]=1)[C:12]([OH:14])=[O:13] |f:1.2.3,4.5,6.7|. Reported procedure: A warm solution of 1.5 gm. (0.01 mole) of 6-chloro-o-tolualdehyde in 15 ml. of ethanol was stirred into a solution of 1.1 gm. (0.010 equiv.) of carboxymethoxylamine hemihydrochloride and 1.3 gm. (0.016 equivs.) of anhyd. sodium acetate in 15 ml. water. After heating a half hour on the steam bath, the reaction mixture was cooled and adjusted to pH 8 with 5% aqueous sodium hydroxide. The mixture was extracted with ether, and the ether extract was discarded. The alkaline-aqueous phase was then adju... The reactants are [H][H] (hydrogen), ClC=1C=CC2=C(S(C=C2N2CCNCC2)(=O)=O)C1 (6-chloro-3-piperazinyl-benzo[b]thiophene-1,1-dioxide), O1CCCC1 (tetrahydrofuran), [H-].C(C(C)C)[Al+]CC(C)C (diisobutylaluminum hydride). The product is ClC=1C=CC2=C(SC=C2N2CCNCC2)C1 (1-(6-Chlorobenzo[b]thien-3-yl)-piperazine). Yield: 111.3%. Run at temperature 0 celsius, time 2 hour. Procedure details: To a mixture of 6-chloro-3-piperazinyl-benzo[b]thiophene-1,1-dioxide (6.0 g) and tetrahydrofuran (THF) (30 mL) under a nitrogen atmosphere was added a solution of D1BAL-H (diisobutylaluminum hydride) (0.084 mol) in toluene (84 mL) dropwise with ice bath cooling. The reaction mixture was stirred at 0° C. for 2 hours then overnight at room temperature. To the yellow solution was added, with vigorous stirring, water (5 ml) at a rate to control hydrogen evolution. Then 5NNaOH (5 mL) was added with r... RXN SMILES: [Cl:1][C:2]1[CH:3]=[CH:4][C:5]2[C:9]([N:10]3[CH2:15][CH2:14][NH:13][CH2:12][CH2:11]3)=[CH:8][S:7](=O)(=O)[C:6]=2[CH:18]=1.O1CCCC1.[H-].C([Al+]CC(C)C)C(C)C.[H][H]>C1(C)C=CC=CC=1.O>[Cl:1][C:2]1[CH:3]=[CH:4][C:5]2[C:9]([N:10]3[CH2:11][CH2:12][NH:13][CH2:14][CH2:15]3)=[CH:8][S:7][C:6]=2[CH:18]=1 |f:2.3|. Solvent: C1(=CC=CC=C1)C (toluene), O (water).